From a dataset of the Open Reaction Database (ORD), a public repository of structured organic reaction records. describe an organic reaction: reactants, conditions, products, and yield Reactants: ClC1=NC=C(C(=N1)NC1=CC2=C(C=C1)OCCO2)F (2-chloro-5-fluoro-N4-(3,4-ethylenedioxyphenyl)-4-pyrimidineamine), N1N=NN=C1C=1C=C(N)C=CC1 (3-(tetrazol-5-yl)aniline). Product: FC=1C(=NC(=NC1)NC1=CC(=CC=C1)C1=NN=NN1)NC1=CC2=C(C=C1)OCCO2 (5-fluoro-N4-(3,4-ethylenedioxyphenyl)-N2-[3-(tetrazol-5-yl)phenyl]-2,4-pyrimidinediamine). Reaction SMILES: Cl[C:2]1[N:7]=[C:6]([NH:8][C:9]2[CH:14]=[CH:13][C:12]3[O:15][CH2:16][CH2:17][O:18][C:11]=3[CH:10]=2)[C:5]([F:19])=[CH:4][N:3]=1.[NH:20]1[C:24]([C:25]2[CH:26]=[C:27]([CH:29]=[CH:30][CH:31]=2)[NH2:28])=[N:23][N:22]=[N:21]1>>[F:19][C:5]1[C:6]([NH:8][C:9]2[CH:14]=[CH:13][C:12]3[O:15][CH2:16][CH2:17][O:18][C:11]=3[CH:10]=2)=[N:7][C:2]([NH:28][C:27]2[CH:29]=[CH:30][CH:31]=[C:25]([C:24]3[NH:23][N:22]=[N:21][N:20]=3)[CH:26]=2)=[N:3][CH:4]=1. Procedure details: In like manner to the preparation of N4-(3-chloro-4-trifluoromethoxyphenyl)-5-fluoro-N2-(3-hydroxyphenyl)-2,4-pyrimidineamine, the reaction of 2-chloro-5-fluoro-N4-(3,4-ethylenedioxyphenyl)-4-pyrimidineamine with 3-(tetrazol-5-yl)aniline gave 5-fluoro-N4-(3,4-ethylenedioxyphenyl)-N2-[3-(tetrazol-5-yl)phenyl]-2,4-pyrimidinediamine. 1H NMR (DMSO-d6): δ 9.91 (s, 1H), 9.74 (s, 1H), 8.29 (s, 1H), 8.18 (d, 1H, J=4.5 Hz), 7.76 (bdd, 1H, J=1.5 and 8.1 Hz), 7.64 (d, 1H, J=8.1 Hz), 7.46 (t, 1H, J=8.1 Hz),... Reactants: CN1C(=O)N2C=NC(=C2N=N1)C(=O)N (Temozolomide), Cl.NC(C(=O)NC(C)(C)C)C#N (2-amino-2-cyano-N-(1,1-dimethyl-ethyl)-acetamide hydrochloride), compound ( VI ), imine, C(#N)C(C(=O)NC(C)(C)C)N=C(C1=CC=CC=C1)C1=CC=CC=C1 (2-cyano-N-(1,1-dimethylethyl)-2-[(diphenyl-methylene)amino]-acetamide). The product is NC1=C(N=CN1C(=O)NC)C(=O)NC(C)(C)C (5-amino-N4-(1,1-dimethylethyl)-N1-methyl-1H-imidazole-1,4-dicarboxamide). Reaction SMILES: [CH3:1][N:2]1N=[N:10][C:9]2[N:5]([CH:6]=[N:7][C:8]=2[C:12]([NH2:14])=[O:13])[C:3]1=[O:4].C(C(N=C(C1C=CC=CC=1)C1C=CC=CC=1)C(N[C:21]([CH3:24])([CH3:23])[CH3:22])=O)#N.Cl.NC(C#N)C(NC(C)(C)C)=O>>[NH2:10][C:9]1[N:5]([C:3]([NH:2][CH3:1])=[O:4])[CH:6]=[N:7][C:8]=1[C:12]([NH:14][C:21]([CH3:24])([CH3:23])[CH3:22])=[O:13] |f:2.3|. Reported procedure: Another process for preparing Temozolomide is described in U.S. patent application having the Publication No. 2002/0095036 (see Scheme 4 below). In this process, the imine (V) is converted to 2-cyano-N-(1,1-dimethylethyl)-2-[(diphenyl-methylene)amino]-acetamide, which is converted to 2-amino-2-cyano-N-(1,1-dimethyl-ethyl)-acetamide hydrochloride. The latter is reacted with compound (VI) to obtain 5-amino-N4-(1,1-dimethylethyl)-N1-methyl-1H-imidazole-1,4-dicarboxamide, which is converted to 3,4-d... Reactants: [Li]CCCC, Cc1ccccc1NC1(C)OCC(C)O1, CCCCCC, COS(=O)(=O)OC, C1CCOC1, O. Product: Cc1ccccc1N(C)C1(C)OCC(C)O1. RXN SMILES: [CH2:16]([Li:17])[CH2:18][CH2:19][CH3:20].[CH3:1][C:2]1([NH:8][c:9]2[c:10]([CH3:15])[cH:11][cH:12][cH:13][cH:14]2)[O:3][CH2:4][CH:5]([CH3:7])[O:6]1.[CH3:21][CH2:22][CH2:23][CH2:24][CH2:25][CH3:26].[CH3:27][O:28][S:29]([O:30][CH3:31])(=[O:32])=[O:33].[O:34]1[CH2:35][CH2:36][CH2:37][CH2:38]1.[OH2:39]>>[CH3:1][C:2]1([N:8]([c:9]2[c:10]([CH3:15])[cH:11][cH:12][cH:13][cH:14]2)[CH3:16])[O:3][CH2:4][CH:5]([CH3:7])[O:6]1. Starting materials: CCS(=O)(=O)c1ccc(Oc2cc3[nH]c(-c4ccccn4)nc3cc2C(O)CCCO)cc1, ClC(Cl)Cl. Product: CCS(=O)(=O)c1ccc(Oc2cc3[nH]c(-c4ccccn4)nc3cc2C2CCCO2)cc1. As a reaction SMILES: [CH2:1]([CH3:2])[S:3](=[O:4])(=[O:5])[c:6]1[cH:7][cH:8][c:9]([O:10][c:11]2[c:12]([CH:26]([CH2:27][CH2:28][CH2:29][OH:30])[OH:31])[cH:13][c:14]3[c:15]([nH:16][c:17](-[c:19]4[n:20][cH:21][cH:22][cH:23][cH:24]4)[n:18]3)[cH:25]2)[cH:32][cH:33]1.[CH:34]([Cl:35])([Cl:36])[Cl:37]>>[CH2:1]([CH3:2])[S:3](=[O:4])(=[O:5])[c:6]1[cH:7][cH:8][c:9]([O:10][c:11]2[c:12]([CH:26]3[CH2:27][CH2:28][CH2:29][O:31]3)[cH:13][c:14]3[c:15]([nH:16][c:17](-[c:19]4[n:20][cH:21][cH:22][cH:23][cH:24]4)[n:18]3)[cH:25]2)[cH:32][cH:33]1.